This data is from the Open Reaction Database (ORD), a public repository of structured organic reaction records. The task is: describe an organic reaction: reactants, conditions, products, and yield Starting materials: CCN(CC)CCNC(=O)c1cc(Cl)c(N)cc1OC, CC(C)O, COc1cc(N)c(Cl)cc1C(=O)NC1CCN(CCCOc2ccc(F)cc2)CC1OC. Product: COC1CN(CCCOc2ccc(F)cc2)CCC1NC(=O)c1cc(Cl)c(N)cc1O. As a reaction SMILES: [CH3:1][CH2:2][N:3]([CH2:4][CH2:5][NH:6][C:7]([c:8]1[c:9]([O:10][CH3:11])[cH:12][c:13]([NH2:14])[c:15]([Cl:16])[cH:17]1)=[O:18])[CH2:19][CH3:20].[CH3:53][CH:54]([OH:55])[CH3:56].[NH2:21][c:22]1[cH:23][c:24]([O:51][CH3:52])[c:25]([C:26](=[O:27])[NH:28][CH:29]2[CH:30]([O:46][CH3:47])[CH2:31][N:32]([CH2:35][CH2:36][CH2:37][O:38][c:39]3[cH:40][cH:41][c:42]([F:45])[cH:43][cH:44]3)[CH2:33][CH2:34]2)[cH:48][c:49]1[Cl:50]>>[NH2:21][c:22]1[cH:23][c:24]([OH:51])[c:25]([C:26](=[O:27])[NH:28][CH:29]2[CH:30]([O:46][CH3:47])[CH2:31][N:32]([CH2:35][CH2:36][CH2:37][O:38][c:39]3[cH:40][cH:41][c:42]([F:45])[cH:43][cH:44]3)[CH2:33][CH2:34]2)[cH:48][c:49]1[Cl:50]. Reactants: C(CC(=O)C)(=O)OC (methyl acetoacetate), solution, C[O-].[Na+] (sodium methylate), CO (methanol), ClCC#CCCl (1,4-dichloro-2-butyne). Run in C1(=CC=CC=C1)C (Toluene). Reaction conditions: temperature 60 celsius, time 16 hour. Product: C(=O)(OC)CCC#CCCC(=O)OC (1,6-dicarbomethoxy-3-hexyne). Isolated yield 95.8%. Reaction SMILES: Cl[CH2:2][C:3]#[C:4][CH2:5]Cl.[C:7]([O:13][CH3:14])(=[O:12])[CH2:8][C:9]([CH3:11])=O.[CH3:15][O-:16].[Na+].C[OH:19]>C1(C)C=CC=CC=1>[C:2]([CH2:3][CH2:4][C:5]#[C:11][CH2:9][CH2:8][C:7]([O:13][CH3:14])=[O:12])([O:16][CH3:15])=[O:19] |f:2.3|. Procedure details: Toluene (796 g) is added to 1,4-dichloro-2-butyne (200 g, 1.63 mole), and to the mixture is added a mixture of methyl acetoacetate (568 g, 4.89 mole) and 28 % solution of sodium methylate in methanol (896 g, 4.65 mole) at room temperature. The reaction temperature is raised to 60° C., and the mixture is stirred for 16 hours. After completion of the reaction, the mixture is concentrated under reduced pressure, and methanol is removed therefrom. Water (1.5 liter) and toluene (1 liter) are added to... Reactants: C(=O)C1(CN(CCC1)C(=O)OC(C)(C)C)C (tert-butyl 3-formyl-3-methylpiperidine-1-carboxylate), C([O-])([O-])=O.[K+].[K+] (potassium carbonate), [N+](=[N-])=C(C(C)=O)P(OC)(OC)=O (dimethyl 1-diazo-2-oxopropylphosphonate). Solvent: CO (methanol). Conditions: time 2 hour. The product is C(#C)C1(CN(CCC1)C(=O)OC(C)(C)C)C (tert-butyl 3-ethynyl-3-methylpiperidine-1-carboxylate). Yield: 72.6%. RXN SMILES: [CH:1]([C:3]1([CH3:16])[CH2:8][CH2:7][CH2:6][N:5]([C:9]([O:11][C:12]([CH3:15])([CH3:14])[CH3:13])=[O:10])[CH2:4]1)=O.[C:17](=O)([O-])[O-].[K+].[K+].[N+](=C(P(=O)(OC)OC)C(=O)C)=[N-]>CO>[C:1]([C:3]1([CH3:16])[CH2:8][CH2:7][CH2:6][N:5]([C:9]([O:11][C:12]([CH3:15])([CH3:14])[CH3:13])=[O:10])[CH2:4]1)#[CH:17] |f:1.2.3|. Procedure: To a stirred solution of tert-butyl 3-formyl-3-methylpiperidine-1-carboxylate (2.10 g, 9.25 mmol) in methanol (40 mL) was added potassium carbonate (2.76 g, 20.00 mmol). The mixture was treated with dimethyl 1-diazo-2-oxopropylphosphonate (2.11 g, 11.00 mmol), and the resulting mixture was allowed to stir at room temperature. After 2 h, the mixture was concentrated, diluted with water, and extracted with ethyl acetate. The organic phase was washed with brine, dried over magnesium sulfate, filter... Starting materials: CC(C)(C)c1cccc(NC(=O)C(=Cc2cccc(Oc3ccnc(C4=NCCN4)c3)c2)CO[Si](C)(C)C(C)(C)C)c1, C1CCOC1, CCOC(C)=O, F, c1ccncc1, c1ccncc1. Yields the product CC(C)(C)c1cccc(NC(=O)C(=Cc2cccc(Oc3ccnc(C4=NCCN4)c3)c2)CO)c1. RXN SMILES: [C:1]([Si:2]([CH3:3])([CH3:4])[O:6][CH2:7][C:8]([C:9](=[O:10])[NH:11][c:12]1[cH:13][c:14]([C:18]([CH3:19])([CH3:20])[CH3:21])[cH:15][cH:16][cH:17]1)=[CH:22][c:23]1[cH:24][c:25]([O:29][c:30]2[cH:31][c:32]([C:36]3=[N:40][CH2:39][CH2:38][NH:37]3)[n:33][cH:34][cH:35]2)[cH:26][cH:27][cH:28]1)([CH3:5])([CH3:41])[CH3:42].[CH2:50]1[O:51][CH2:52][CH2:53][CH2:54]1.[CH3:61][CH2:62][O:63][C:64]([CH3:65])=[O:66].[FH:43].[cH:44]1[cH:45][cH:46][n:47][cH:48][cH:49]1.[cH:55]1[cH:56][cH:57][n:58][cH:59][cH:60]1>>[OH:6][CH2:7][C:8]([C:9](=[O:10])[NH:11][c:12]1[cH:13][c:14]([C:18]([CH3:19])([CH3:20])[CH3:21])[cH:15][cH:16][cH:17]1)=[CH:22][c:23]1[cH:24][c:25]([O:29][c:30]2[cH:31][c:32]([C:36]3=[N:40][CH2:39][CH2:38][NH:37]3)[n:33][cH:34][cH:35]2)[cH:26][cH:27][cH:28]1. Starting materials: Dichloromethane(DMC), COC([C@@H]([C@@H](O)C1=C(C=CC=C1)Cl)O)=O ((2R,3S)-methyl-3-(2-chlorophenyl)-2,3-dihydroxypropanoate), COC(C)(C)OC (2,2-Dimethoxypropane), C1(=CC=C(C=C1)S(=O)(=O)O)C (p-toluenesulfonic acid). Conditions: temperature 0 celsius. Yields the product COC(=O)[C@@H]1OC(O[C@H]1C1=C(C=CC=C1)Cl)(C)C ((4R,5S)-methyl-5-(2-chlorophenyl)-2,2-dimethyl-1.3-dioxolane-4-carboxylate). The yield is 82.4%. Reaction SMILES: [CH3:1][O:2][C:3](=[O:15])[C@H:4]([OH:14])[C@H:5]([C:7]1[CH:12]=[CH:11][CH:10]=[CH:9][C:8]=1[Cl:13])[OH:6].CO[C:18](OC)([CH3:20])[CH3:19].C1(C)C=CC(S(O)(=O)=O)=CC=1>>[CH3:1][O:2][C:3]([C@H:4]1[C@H:5]([C:7]2[CH:12]=[CH:11][CH:10]=[CH:9][C:8]=2[Cl:13])[O:6][C:18]([CH3:20])([CH3:19])[O:14]1)=[O:15]. Reported procedure: Dichloromethane(DMC) was added to (2S,3R)-methyl-3-(2-chlorophenyl)-2,3-dihydroxypropanoate (24.4 g, Preparation example 25) and cooled to 0° C. 2,2-Dimethoxypropane (26 ml, 211.77 mmol) and p-toluenesulfonic acid (2 g, 10.58 mmol) was added and stirred at room temperature. The reaction mixture was quenched with H2O, extracted with DCM, washed with H2O, dried over anhydrous magnesium sulfate, filtered and concentrated. The crude compound was purified by a silica gel column to produce the title c... Starting materials: C(CCC)C1=CC=C(C=C1)C#CC1=CC=C(CNCC2=CC=C(OCC(=O)OC)C=C2)C=C1 (methyl {4-[({4-[(4-butylphenyl)ethynyl]benzyl}amino)-methyl]phenoxy}acetate), C(C)S(=O)(=O)Cl (ethanesulfonyl chloride). Run in Cl (HCl), N1=CC=CC=C1 (pyridine). Conditions: temperature 0 celsius, time 15 hour. Yields the product C(CCC)C1=CC=C(C=C1)C#CC1=CC=C(CN(S(=O)(=O)CC)CC2=CC=C(OCC(=O)OC)C=C2)C=C1 (methyl (4-{[{4-[(4-butylphenyl)ethynyl]benzyl}(ethylsulfonyl)-amino]methyl}phenoxy)acetate). Isolated yield 15.3%. As a reaction SMILES: [CH2:1]([C:5]1[CH:10]=[CH:9][C:8]([C:11]#[C:12][C:13]2[CH:33]=[CH:32][C:16]([CH2:17][NH:18][CH2:19][C:20]3[CH:31]=[CH:30][C:23]([O:24][CH2:25][C:26]([O:28][CH3:29])=[O:27])=[CH:22][CH:21]=3)=[CH:15][CH:14]=2)=[CH:7][CH:6]=1)[CH2:2][CH2:3][CH3:4].[CH2:34]([S:36](Cl)(=[O:38])=[O:37])[CH3:35]>N1C=CC=CC=1.Cl>[CH2:1]([C:5]1[CH:6]=[CH:7][C:8]([C:11]#[C:12][C:13]2[CH:14]=[CH:15][C:16]([CH2:17][N:18]([CH2:19][C:20]3[CH:21]=[CH:22][C:23]([O:24][CH2:25][C:26]([O:28][CH3:29])=[O:27])=[CH:30][CH:31]=3)[S:36]([CH2:34][CH3:35])(=[O:38])=[O:37])=[CH:32][CH:33]=2)=[CH:9][CH:10]=1)[CH2:2][CH2:3][CH3:4]. Procedure details: To a cold solution (0° C.) of methyl {4-[({4-[(4-butylphenyl)ethynyl]benzyl}amino)-methyl]phenoxy}acetate (38 mg, 0.086 mmol) in anhydrous pyridine (2 mL) was added ethanesulfonyl chloride (Fluka, 40 ∞l, 0.43 mmol) and the reaction mixture was stirred at 0° C. for 4 hrs and at rt for an additional 15 hours. The reaction mixture was diluted with an aqueous solution of HCl (1N) and extracted with DCM (3×). The combined organic layers were dried over MgSO4 and the solvent was removed under reduced ...